From a dataset of the Open Reaction Database (ORD), a public repository of structured organic reaction records. describe an organic reaction: reactants, conditions, products, and yield Reaction SMILES: Cl[CH2:2][CH2:3][CH2:4][CH2:5][O:6][C:7]1[CH:8]=[CH:9][C:10]2[NH:15][C:14](=[O:16])[O:13][C:12]([CH2:19][CH3:20])([CH2:17][CH3:18])[C:11]=2[CH:21]=1.[CH:22]1([C:28]2[CH:33]=[CH:32][C:31]([SH:34])=[CH:30][CH:29]=2)[CH2:27][CH2:26][CH2:25][CH2:24][CH2:23]1>>[CH:22]1([C:28]2[CH:29]=[CH:30][C:31]([S:34][CH2:2][CH2:3][CH2:4][CH2:5][O:6][C:7]3[CH:8]=[CH:9][C:10]4[NH:15][C:14](=[O:16])[O:13][C:12]([CH2:19][CH3:20])([CH2:17][CH3:18])[C:11]=4[CH:21]=3)=[CH:32][CH:33]=2)[CH2:23][CH2:24][CH2:25][CH2:26][CH2:27]1. Yields the product C1(CCCCC1)C1=CC=C(C=C1)SCCCCOC=1C=CC2=C(C(OC(N2)=O)(CC)CC)C1 (6-[4-(4-Cyclohexyl-phenylmercapto)-butoxy]-4,4-diethyl-4H-3,1-benzoxazin-2-one). Reported procedure: Prepared analogously to Example 1 from 6-(4-chlorobutoxy)-4,4-diethyl-4H-3,1-benzoxazin-2-one and 4-cyclohexyl-thiophenol. Reactants: ClCCCCOC=1C=CC2=C(C(OC(N2)=O)(CC)CC)C1 (6-(4-chlorobutoxy)-4,4-diethyl-4H-3,1-benzoxazin-2-one), C1(CCCCC1)C1=CC=C(C=C1)S (4-cyclohexyl-thiophenol). Product: Cc1nc(-c2cncc(I)n2)sc1C(=O)NCc1ccc(F)cc1. As a reaction SMILES: [F:1][c:2]1[cH:3][cH:4][c:5]([CH2:6][NH:7][C:8](=[O:9])[c:10]2[c:11]([CH3:16])[n:12][c:13]([Br:15])[s:14]2)[cH:17][cH:18]1.[I:19][c:20]1[n:21][c:22]([I:26])[cH:23][n:24][cH:25]1.[O:27]1[CH2:28][CH2:29][CH2:30][CH2:31]1.[O:32]=[CH:33][N:34]([CH3:35])[CH3:36].[cH:37]1[cH:38][cH:39][c:40]([P:41]([Pd:42]([P:43]([c:44]2[cH:45][cH:46][cH:47][cH:48][cH:49]2)([c:50]2[cH:51][cH:52][cH:53][cH:54][cH:55]2)[c:56]2[cH:57][cH:58][cH:59][cH:60][cH:61]2)([P:62]([c:63]2[cH:64][cH:65][cH:66][cH:67][cH:68]2)([c:69]2[cH:70][cH:71][cH:72][cH:73][cH:74]2)[c:75]2[cH:76][cH:77][cH:78][cH:79][cH:80]2)[P:81]([c:82]2[cH:83][cH:84][cH:85][cH:86][cH:87]2)([c:88]2[cH:89][cH:90][cH:91][cH:92][cH:93]2)[c:94]2[cH:95][cH:96][cH:97][cH:98][cH:99]2)([c:100]2[cH:101][cH:102][cH:103][cH:104][cH:105]2)[c:106]2[cH:107][cH:108][cH:109][cH:110][cH:111]2)[cH:112][cH:113]1>>[F:1][c:2]1[cH:3][cH:4][c:5]([CH2:6][NH:7][C:8](=[O:9])[c:10]2[c:11]([CH3:16])[n:12][c:13](-[c:22]3[n:21][c:20]([I:19])[cH:25][n:24][cH:23]3)[s:14]2)[cH:17][cH:18]1. Starting materials: Cc1nc(Br)sc1C(=O)NCc1ccc(F)cc1, Ic1cncc(I)n1, C1CCOC1, CN(C)C=O, c1ccc(P(c2ccccc2)(c2ccccc2)[Pd](P(c2ccccc2)(c2ccccc2)c2ccccc2)(P(c2ccccc2)(c2ccccc2)c2ccccc2)P(c2ccccc2)(c2ccccc2)c2ccccc2)cc1. Starting materials: ClC1=NC(=C(C2=C1C(N(C2)CC2=C(C=C(C=C2)OC)OC)=O)F)N[C@@H](C(=O)OC)CC(C)C ((R)-methyl 2-(4-chloro-2-(2,4-dimethoxybenzyl)-7-fluoro-3-oxo-2,3-dihydro-1H-pyrrolo[3,4-c]pyridin-6-ylamino)-4-methylpentanoate). Run in CO (MeOH), [OH-].[Na+] (NaOH), [OH-].[Na+] (NaOH). Conditions: temperature 50 celsius, time 2 hour. Yields the product ClC1=NC(=C(C2=C1C(N(C2)CC2=C(C=C(C=C2)OC)OC)=O)F)N[C@@H](C(=O)O)CC(C)C ((R)-2-(4-Chloro-2-(2,4-dimethoxybenzyl)-7-fluoro-3-oxo-2,3-dihydro-1H-pyrrolo[3,4-c]pyridin-6-ylamino)-4-methylpentanoic acid). As a reaction SMILES: [Cl:1][C:2]1[C:7]2[C:8](=[O:22])[N:9]([CH2:11][C:12]3[CH:17]=[CH:16][C:15]([O:18][CH3:19])=[CH:14][C:13]=3[O:20][CH3:21])[CH2:10][C:6]=2[C:5]([F:23])=[C:4]([NH:24][C@H:25]([CH2:30][CH:31]([CH3:33])[CH3:32])[C:26]([O:28]C)=[O:27])[N:3]=1>CO.[OH-].[Na+]>[Cl:1][C:2]1[C:7]2[C:8](=[O:22])[N:9]([CH2:11][C:12]3[CH:17]=[CH:16][C:15]([O:18][CH3:19])=[CH:14][C:13]=3[O:20][CH3:21])[CH2:10][C:6]=2[C:5]([F:23])=[C:4]([NH:24][C@H:25]([CH2:30][CH:31]([CH3:33])[CH3:32])[C:26]([OH:28])=[O:27])[N:3]=1 |f:2.3|. Procedure: A mixture of (R)-methyl 2-(4-chloro-2-(2,4-dimethoxybenzyl)-7-fluoro-3-oxo-2,3-dihydro-1H-pyrrolo[3,4-c]pyridin-6-ylamino)-4-methylpentanoate (2.9 g, 6.04 mmol) in MeOH (10 mL) and 1N NaOH (40.0 mL) was stirred at 50° C. for 2 h. UPLC showed 30% starting material remained. Additional saturated NaOH solution (5 mL) was added and the reaction mixture was stirred for 3 h at 50° C. The solvent was removed and the resulting residue was dispersed in H2O (100 mL) and acidified to pH 3 using HCl. After ... The reactants are COC(=O)CC(c1ccncc1)c1ccc2c(c1)CN(NC(=O)OC(C)(C)C)CC2, CCO, [Na+], [OH-]. The product is CC(C)(C)OC(=O)NN1CCc2ccc(C(CC(=O)O)c3ccncc3)cc2C1. As a reaction SMILES: [CH3:1][O:2][C:3]([CH2:4][CH:5]([c:6]1[cH:7][cH:8][n:9][cH:10][cH:11]1)[c:12]1[cH:13][cH:14][c:15]2[c:20]([cH:21]1)[CH2:19][N:18]([NH:22][C:23](=[O:24])[O:25][C:26]([CH3:27])([CH3:28])[CH3:29])[CH2:17][CH2:16]2)=[O:30].[CH3:33][CH2:34][OH:35].[Na+:32].[OH-:31]>>[O:2]=[C:3]([CH2:4][CH:5]([c:6]1[cH:7][cH:8][n:9][cH:10][cH:11]1)[c:12]1[cH:13][cH:14][c:15]2[c:20]([cH:21]1)[CH2:19][N:18]([NH:22][C:23](=[O:24])[O:25][C:26]([CH3:27])([CH3:28])[CH3:29])[CH2:17][CH2:16]2)[OH:30]. Starting materials: ClC1=NC2=C(C=CC=C2C(=N1)N1C(C2=CC=CC=C2CC1)(C)C)OC (2-Chloro-8-Methoxy-4-(1,1-Dimethyl-1,2,3,4-Tetrahydroisoquinoline-2-yl)Quinazoline), FC1=CC=C(N)C=C1 (4-fluoroaniline). The solvent is CN(C=O)C (dimethyl-formamide). Product: Cl.FC1=CC=C(C=C1)NC1=NC2=C(C=CC=C2C(=N1)N1C(C2=CC=CC=C2CC1)(C)C)OC (2-(4-Fluorophenylamino)-8-Methoxy-4-(1,1-Dimethyl-1,2,3,4-Tetrahydroisoquinoline-2-Yl)Quinazoline Hydrochloride). Isolated yield 49.0%. RXN SMILES: [Cl:1][C:2]1[N:11]=[C:10]([N:12]2[CH2:21][CH2:20][C:19]3[C:14](=[CH:15][CH:16]=[CH:17][CH:18]=3)[C:13]2([CH3:23])[CH3:22])[C:9]2[C:4](=[C:5]([O:24][CH3:25])[CH:6]=[CH:7][CH:8]=2)[N:3]=1.[F:26][C:27]1[CH:33]=[CH:32][C:30]([NH2:31])=[CH:29][CH:28]=1>CN(C)C=O>[ClH:1].[F:26][C:27]1[CH:33]=[CH:32][C:30]([NH:31][C:2]2[N:11]=[C:10]([N:12]3[CH2:21][CH2:20][C:19]4[C:14](=[CH:15][CH:16]=[CH:17][CH:18]=4)[C:13]3([CH3:23])[CH3:22])[C:9]3[C:4](=[C:5]([O:24][CH3:25])[CH:6]=[CH:7][CH:8]=3)[N:3]=2)=[CH:29][CH:28]=1 |f:3.4|. Procedure: In accordance with the same procedures as in Example 18, except that to a mixture of 1.80 g of the compound (5.0 mM) prepared in Example 13 and 10 ml of dimethyl-formamide, 1.10 ml of 4-fluoroaniline(11 mM) was added, 1.14 g of the title compound was prepared. Starting materials: Cc1nnc2n1-c1ccc(N)cc1N(c1ccccc1)C(=O)C2, CC(=O)OC(C)=O, c1ccncc1. Yields the product CC(=O)Nc1ccc2c(c1)N(c1ccccc1)C(=O)Cc1nnc(C)n1-2. Reaction SMILES: [CH3:1][c:2]1[n:3][n:4][c:5]2[n:6]1-[c:7]1[c:8]([cH:19][c:20]([NH2:23])[cH:21][cH:22]1)[N:9]([c:13]1[cH:14][cH:15][cH:16][cH:17][cH:18]1)[C:10](=[O:12])[CH2:11]2.[CH3:24][C:25](=[O:26])[O:27][C:28](=[O:29])[CH3:30].[cH:31]1[cH:32][cH:33][n:34][cH:35][cH:36]1>>[CH3:1][c:2]1[n:3][n:4][c:5]2[n:6]1-[c:7]1[c:8]([cH:19][c:20]([NH:23][C:25]([CH3:24])=[O:26])[cH:21][cH:22]1)[N:9]([c:13]1[cH:14][cH:15][cH:16][cH:17][cH:18]1)[C:10](=[O:12])[CH2:11]2.